describe an organic reaction: reactants, conditions, products, and yield From a dataset of the Open Reaction Database (ORD), a public repository of structured organic reaction records. The reactants are CCc1c(F)ccc(C#N)c1Cl, [Li+], [Li+], O=C([O-])[O-], CC1NCCC1O. The product is CCc1c(N2CCC(O)C2C)ccc(C#N)c1Cl. As a reaction SMILES: [Cl:1][c:2]1[c:3]([C:4]#[N:5])[cH:6][cH:7][c:8]([F:12])[c:9]1[CH2:10][CH3:11].[Li+:20].[Li+:21].[O-:22][C:23](=[O:24])[O-:25].[OH:13][CH:14]1[CH:15]([CH3:19])[NH:16][CH2:17][CH2:18]1>>[Cl:1][c:2]1[c:3]([C:4]#[N:5])[cH:6][cH:7][c:8]([N:16]2[CH:15]([CH3:19])[CH:14]([OH:13])[CH2:18][CH2:17]2)[c:9]1[CH2:10][CH3:11]. The reactants are resulting crude product, N1=C(C=CC=C1)C=O (pyridine-2-carboxaldehyde), C(C)O (ethanol), NC=1C(=CC(=C(C1)C1N(CCCC1)C(C)=O)OC1=CC=C(C=C1)F)[N+](=O)[O-] (1-(2-(5-amino-2-(4-fluoro-phenoxy)-4-nitro-phenyl)-piperidin-1-yl)-ethanone), [H][H] (hydrogen). The reagents and catalysts are [Ni] (Raney nickel). Solvent: O (Water), CN1C(CCC1)=O (N-methylpyrrolidone). Run at time 3 day. The product is FC1=CC=C(OC=2C(=CC3=C(N=C(N3)C3=NC=CC=C3)C2)C2N(CCCC2)C(C)=O)C=C1 (1-(2-(6-(4-fluoro-phenoxy)-2-pyridin-2-yl-3H-benzimidazol-5-yl)-piperidin-1-yl)-ethanone). As a reaction SMILES: C(O)C.[NH2:4][C:5]1[C:6]([N+:28]([O-])=O)=[CH:7][C:8]([O:20][C:21]2[CH:26]=[CH:25][C:24]([F:27])=[CH:23][CH:22]=2)=[C:9]([CH:11]2[CH2:16][CH2:15][CH2:14][CH2:13][N:12]2[C:17](=[O:19])[CH3:18])[CH:10]=1.[H][H].[N:33]1[CH:38]=[CH:37][CH:36]=[CH:35][C:34]=1[CH:39]=O>[Ni].CN1CCCC1=O.O>[F:27][C:24]1[CH:25]=[CH:26][C:21]([O:20][C:8]2[C:9]([CH:11]3[CH2:16][CH2:15][CH2:14][CH2:13][N:12]3[C:17](=[O:19])[CH3:18])=[CH:10][C:5]3[NH:4][C:39]([C:34]4[CH:35]=[CH:36][CH:37]=[CH:38][N:33]=4)=[N:28][C:6]=3[CH:7]=2)=[CH:22][CH:23]=1. Reported procedure: 50 mg of developed Raney nickel catalyst was added to an ethanol (10 ml) solution of 180 mg of 1-(2-(5-amino-2-(4-fluoro-phenoxy)-4-nitro-phenyl)-piperidin-1-yl)-ethanone, and the reaction liquid was stirred overnight in a hydrogen atmosphere. The catalyst was removed through filtration through Celite, and the filtrate was distilled under reduced pressure to obtain 171 mg of a crude product. 50 mg of the resulting crude product was dissolved in 1 ml of N-methylpyrrolidone, and 16 mg of pyridine-... The reactants are OC1=CC=C(C=C1)C(F)(F)F (4-hydroxybenzotrifluoride), COC1=C(C=CC(=C1)OCC)O (2-methoxyphenetyl alcohol), C1(=CC=CC=C1)P(C1=CC=CC=C1)C1=CC=CC=C1 (triphenyl phosphine), N(=NC(=O)OC(C)C)C(=O)OC(C)C (diisopropyl azodicarboxylate). Solvent: O1CCCC1 (tetrahydrofuran). Run at time 24 hour. Product: COC1=C(C=CC=C1)CCOC1=CC=C(C=C1)C(F)(F)F (1-methoxy-2-{2-[4-(trifluoromethyl)phenoxy]ethyl}benzene). Isolated yield 90.8%. As a reaction SMILES: [OH:1][C:2]1[CH:7]=[CH:6][C:5]([C:8]([F:11])([F:10])[F:9])=[CH:4][CH:3]=1.CO[C:14]1[CH:19]=[C:18]([O:20][CH2:21]C)[CH:17]=[CH:16][C:15]=1O.[C:24]1(P(C2C=CC=CC=2)C2C=CC=CC=2)C=CC=C[CH:25]=1.N(C(OC(C)C)=O)=NC(OC(C)C)=O>O1CCCC1>[CH3:21][O:20][C:18]1[CH:19]=[CH:14][CH:15]=[CH:16][C:17]=1[CH2:24][CH2:25][O:1][C:2]1[CH:7]=[CH:6][C:5]([C:8]([F:9])([F:10])[F:11])=[CH:4][CH:3]=1. Procedure: 1.1 g of 4-hydroxybenzotrifluoride and 1.0 g of 2-methoxyphenetyl alcohol were dissolved in 200 ml tetrahydrofuran. 2.6 g of triphenyl phosphine and 2.0 g of diisopropyl azodicarboxylate were added thereto, followed by stirring at room temperature for 24 hours. After evaporating the solvent, the residue was subjected to silica gel column chromatography, to give 1.6 g of 1-methoxy-2-{2-[4-(trifluoromethyl)phenoxy]ethyl}benzene was obtained from fractions eluted with hexane-ethyl acetate (10:1). Starting materials: CN(C)CCCO, O=C(Cn1c(=O)ccc2cc(C(F)(F)F)ccc21)Nc1scc(Cl)c1-c1nc[nH]n1, CC(C)OC(=O)N=NC(=O)OC(C)C, C1CCOC1, c1ccc(P(c2ccccc2)c2ccccc2)cc1. Yields the product CN(C)CCCn1cnc(-c2c(Cl)csc2NC(=O)Cn2c(=O)ccc3cc(C(F)(F)F)ccc32)n1. As a reaction SMILES: [CH3:64][N:65]([CH2:66][CH2:67][CH2:68][OH:69])[CH3:70].[Cl:15][c:16]1[c:17](-[c:40]2[n:41][nH:42][cH:43][n:44]2)[c:18]([NH:21][C:22]([CH2:23][n:24]2[c:25](=[O:38])[cH:26][cH:27][c:28]3[cH:29][c:30]([C:34]([F:35])([F:36])[F:37])[cH:31][cH:32][c:33]23)=[O:39])[s:19][cH:20]1.[O:1]=[C:2]([O:3][CH:4]([CH3:5])[CH3:6])[N:7]=[N:8][C:9]([O:10][CH:11]([CH3:12])[CH3:13])=[O:14].[O:71]1[CH2:72][CH2:73][CH2:74][CH2:75]1.[c:45]1([P:46]([c:47]2[cH:48][cH:49][cH:50][cH:51][cH:52]2)[c:53]2[cH:54][cH:55][cH:56][cH:57][cH:58]2)[cH:59][cH:60][cH:61][cH:62][cH:63]1>>[Cl:15][c:16]1[c:17](-[c:40]2[n:41][n:42]([CH2:68][CH2:67][CH2:66][N:65]([CH3:64])[CH3:70])[cH:43][n:44]2)[c:18]([NH:21][C:22]([CH2:23][n:24]2[c:25](=[O:38])[cH:26][cH:27][c:28]3[cH:29][c:30]([C:34]([F:35])([F:36])[F:37])[cH:31][cH:32][c:33]23)=[O:39])[s:19][cH:20]1. Reactants: C(C)(C)(C)OC(=O)N(C1=NC=CC2=CC(=CC(=C12)F)NC(C(=O)O)C1=CC=C(C=C1)CCOC(NC1=CC(=C(C=C1)S(=O)(=O)C(C)C)CN(C)C(=O)OC(C)(C)C)=O)C(=O)OC(C)(C)C (2-(1-(bis(tert-butoxycarbonyl)amino)-8-fluoroisoquinolin-6-ylamino)-2-(4-(2-(3-((tert-butoxycarbonyl(methyl)amino)methyl)-4-(isopropylsulfonyl)phenylcarbamoyloxy)ethyl)phenyl)acetic acid), Cl (hydrogen chloride). Yields the product NC1=NC=CC2=CC(=CC(=C12)F)NC(C(=O)O)C1=CC=C(C=C1)CCOC(NC1=CC(=C(C=C1)S(=O)(=O)C(C)C)CNC)=O (2-(1-amino-8-fluoroisoquinolin-6-ylamino)-2-(4-(2-(4-(isopropylsulfonyl)-3-((methylamino)methyl)phenylcarbamoyloxy)ethyl)phenyl)acetic acid). Yield: 132.3%. RXN SMILES: C(OC([N:8](C(OC(C)(C)C)=O)[C:9]1[C:18]2[C:13](=[CH:14][C:15]([NH:20][CH:21]([C:25]3[CH:30]=[CH:29][C:28]([CH2:31][CH2:32][O:33][C:34](=[O:58])[NH:35][C:36]4[CH:41]=[CH:40][C:39]([S:42]([CH:45]([CH3:47])[CH3:46])(=[O:44])=[O:43])=[C:38]([CH2:48][N:49](C(OC(C)(C)C)=O)[CH3:50])[CH:37]=4)=[CH:27][CH:26]=3)[C:22]([OH:24])=[O:23])=[CH:16][C:17]=2[F:19])[CH:12]=[CH:11][N:10]=1)=O)(C)(C)C.Cl>>[NH2:8][C:9]1[C:18]2[C:13](=[CH:14][C:15]([NH:20][CH:21]([C:25]3[CH:30]=[CH:29][C:28]([CH2:31][CH2:32][O:33][C:34](=[O:58])[NH:35][C:36]4[CH:41]=[CH:40][C:39]([S:42]([CH:45]([CH3:47])[CH3:46])(=[O:44])=[O:43])=[C:38]([CH2:48][NH:49][CH3:50])[CH:37]=4)=[CH:27][CH:26]=3)[C:22]([OH:24])=[O:23])=[CH:16][C:17]=2[F:19])[CH:12]=[CH:11][N:10]=1. Procedure: Using a procedure analogous to that used in the final step of Example 1, 20A (0.152 g, 0.16 mmol) was deprotected using hydrogen chloride to give 20B (0.132 g, 100%). MS (ESI) m/z 623.97 (M+H)+. Starting materials: C(#N)N=COCC (Ethyl N-cyano-methanimidate), NC(C=1C=C2C(=CC(N(C2=CC1)C)=O)C1=CC=CC=C1)C1=CC=C(C=C1)Cl ((±)-6-[amino-(4-chlorophenyl)methyl]-1-methyl-4-phenyl-2(1H)-quinolinone), O (Water), C(C)(=O)OCC (ethyl acetate). The solvent is C(C)O (ethanol). Reaction conditions: time 48 hour. The product is ClC1=CC=C(C=C1)C(C=1C=C2C(=CC(N(C2=CC1)C)=O)C1=CC=CC=C1)NC=NC#N ((±)-N-[[[(4-chlorophenyl)(1,2-dihydro-1-methyl-2-oxo-4-phenyl-6-quinolinyl)methyl]amino]methylene]cyanamide). Isolated yield 87.0%. As a reaction SMILES: [C:1]([N:3]=[CH:4]OCC)#[N:2].[NH2:8][CH:9]([C:28]1[CH:33]=[CH:32][C:31]([Cl:34])=[CH:30][CH:29]=1)[C:10]1[CH:11]=[C:12]2[C:17](=[CH:18][CH:19]=1)[N:16]([CH3:20])[C:15](=[O:21])[CH:14]=[C:13]2[C:22]1[CH:27]=[CH:26][CH:25]=[CH:24][CH:23]=1.O.C(OCC)(=O)C>C(O)C>[Cl:34][C:31]1[CH:30]=[CH:29][C:28]([CH:9]([NH:8][CH:4]=[N:3][C:1]#[N:2])[C:10]2[CH:11]=[C:12]3[C:17](=[CH:18][CH:19]=2)[N:16]([CH3:20])[C:15](=[O:21])[CH:14]=[C:13]3[C:22]2[CH:27]=[CH:26][CH:25]=[CH:24][CH:23]=2)=[CH:33][CH:32]=1. Procedure details: Ethyl N-cyano-methanimidate (3.6 g) was added dropwise at room temperature to a solution of intermediate (5-b) (10.6 g) in ethanol (90 ml) and the mixture was stirred at room temperature for 48 hours. Water and ethyl acetate were added, the organic layer was decanted, washed with water, dried (MgSO4), filtered off and evaporated till dryness. The residue was purified by column chromatography over silica gel (eluent: CH2Cl2 /CH3OH/NH4OH 97/3/0.1). The pure fractions were collected and evaporated,... The reactants are COc1cccc(Br)c1, CN(C)CC1CC(CCc2ccccc2)CCC1=O, Cl. Product: COc1cccc(C2(O)CCC(CCc3ccccc3)CC2CN(C)C)c1, Cl. RXN SMILES: [Br:21][c:22]1[cH:23][c:24]([O:28][CH3:29])[cH:25][cH:26][cH:27]1.[CH3:2][N:3]([CH3:4])[CH2:5][CH:6]1[C:7](=[O:20])[CH2:8][CH2:9][CH:10]([CH2:12][CH2:13][c:14]2[cH:15][cH:16][cH:17][cH:18][cH:19]2)[CH2:11]1.[ClH:1]>>[CH3:2][N:3]([CH3:4])[CH2:5][CH:6]1[C:7]([OH:20])([c:22]2[cH:23][c:24]([O:28][CH3:29])[cH:25][cH:26][cH:27]2)[CH2:8][CH2:9][CH:10]([CH2:12][CH2:13][c:14]2[cH:15][cH:16][cH:17][cH:18][cH:19]2)[CH2:11]1.[ClH:1]. Reactants: ClCCC(CC(=O)OCC)=O (ethyl 5-chloro-3-oxopentanoate), NC1=NC=C(C=C1)Br (2-amino-5-bromopyridine). Solvent: C(C)O (ethanol). The product is BrC=1C=CC=2N(C1)C=C(N2)CCC(=O)OCC (ethyl 3-(6-bromoimidazo[1,2-a]pyridine-2-yl)propionate). The yield is 13903.8%. RXN SMILES: Cl[CH2:2][CH2:3][C:4](=O)[CH2:5][C:6]([O:8][CH2:9][CH3:10])=[O:7].[NH2:12][C:13]1[CH:18]=[CH:17][C:16]([Br:19])=[CH:15][N:14]=1>C(O)C>[Br:19][C:16]1[CH:17]=[CH:18][C:13]2[N:14]([CH:2]=[C:3]([CH2:4][CH2:5][C:6]([O:8][CH2:9][CH3:10])=[O:7])[N:12]=2)[CH:15]=1. Procedure: 4.28 mg of ethyl 5-chloro-3-oxopentanoate was dissolved in 40 ml of ethanol, 2.94 g of 2-amino-5-bromopyridine was added and the mixture was stirred all night by heating under reflux. The mixture was cooled down to room temperature, and the solvents were distilled outunder reduced pressure. Ethyl acetate followed by saturated sodium bicarbonate aqueous solution were added. Organic layer was dried with anhydrous sodium sulfate, and the solvents were distilled outunder reduced pressure. The obtain...